This data is from the Open Reaction Database (ORD), a public repository of structured organic reaction records. The task is: describe an organic reaction: reactants, conditions, products, and yield Reactants: COC1=C2CN(C(C2=C(C=C1)[N+](=O)[O-])=O)C (4-Methoxy-2-methyl-7-nitro-2,3-dihydro-1H-isoindol-1-one), OC1=C2CN(C(C2=C(C=C1)[N+](=O)[O-])=O)C (4-Hydroxy-2-methyl-7-nitro-2,3-dihydro-1H-isoindol-1-one), OC1=C2CN(C(C2=C(C=C1)[N+](=O)[O-])=O)C (4-Hydroxy-2-methyl-7-nitro-2,3-dihydro-1H-isoindol-1-one), COC1=C2CN(C(C2=C(C=C1)[N+](=O)[O-])=O)C (4-Methoxy-2-methyl-7-nitro-2,3-dihydro-1H-isoindol-1-one), OC1=C2CN(C(C2=C(C=C1)[N+](=O)[O-])=O)C (4-Hydroxy-2-methyl-7-nitro-2,3-dihydro-1H-isoindol-1-one), ( 100 ). Yields the product C(C)OC1=C2CN(C(C2=C(C=C1)[N+](=O)[O-])=O)C (4-Ethoxy-2-methyl-7-nitro-2,3-dihydro-1H-isoindol-1-one). Reaction SMILES: [CH3:1][O:2][C:3]1[CH:11]=[CH:10][C:9]([N+:12]([O-:14])=[O:13])=[C:8]2[C:4]=1[CH2:5][N:6]([CH3:16])[C:7]2=[O:15].O[C:18]1C=CC([N+]([O-])=O)=C2C=1CN(C)C2=O>>[CH2:1]([O:2][C:3]1[CH:11]=[CH:10][C:9]([N+:12]([O-:14])=[O:13])=[C:8]2[C:4]=1[CH2:5][N:6]([CH3:16])[C:7]2=[O:15])[CH3:18]. Procedure details: The title compound was prepare according to the procedure for 4-Methoxy-2-methyl-7-nitro-2,3-dihydro-1H-isoindol-1-one (Compound 205B) using 4-Hydroxy-2-methyl-7-nitro-2,3-dihydro-1H-isoindol-1-one and iodoethane (Compound 205C, 28.8 uL, 0.360 mmol). 1H NMR (400 MHz, CD3OD) δ=1.47 (t, J=7.1 Hz, 3 H), 3.17 (s, 3 H), 4.27 (q, J=6.9 Hz, 2 H), 4.43 (s, 2 H), 7.23 (d, J=8.8 Hz, 1 H), 7.90 (d, J=8.8 Hz, 1H). MS (ES+): m/z 251.21 (100) [MH+]; HPLC: tR=1.06 min (UPLC, Analytical). The reactants are CN(/C=C/C(=O)C1=NN(C=CC1=O)C=1C=C(C#N)C=CC1)C (3-[3-((E)-3-Dimethylamino-acryloyl)-4-oxo-4H-pyridazin-1-yl]-benzonitrile), FC1=C(C=C(C=C1)F)NN (2,5-difluoro-phenylhydrazine). Procedure details: The product was obtained starting from 3-[3-((E)-3-Dimethylamino-acryloyl)-4-oxo-4H-pyridazin-1-yl]-benzonitrile (A-19) and 2,5-difluoro-phenylhydrazine according to the method described for example 91. MS: M=376.2 (M+H)+ As a reaction SMILES: C[N:2](C)/[CH:3]=[CH:4]/[C:5]([C:7]1[C:12](=[O:13])[CH:11]=[CH:10][N:9]([C:14]2[CH:15]=[C:16]([CH:19]=[CH:20][CH:21]=2)[C:17]#[N:18])[N:8]=1)=O.[F:23][C:24]1[CH:29]=[CH:28][C:27]([F:30])=[CH:26][C:25]=1[NH:31]N>>[F:23][C:24]1[CH:29]=[CH:28][C:27]([F:30])=[CH:26][C:25]=1[N:31]1[C:5]([C:7]2[C:12](=[O:13])[CH:11]=[CH:10][N:9]([C:14]3[CH:15]=[C:16]([CH:19]=[CH:20][CH:21]=3)[C:17]#[N:18])[N:8]=2)=[CH:4][CH:3]=[N:2]1. Yields the product FC1=C(C=C(C=C1)F)N1N=CC=C1C1=NN(C=CC1=O)C=1C=C(C#N)C=CC1 (3-{3-[2-(2,5-Difluoro-phenyl)-2H-pyrazol-3-yl]-4-oxo-4H-pyridazin-1-yl}-benzonitrile). The reactants are [H][H] (hydrogen), C1(CC1)C1=NN2C(N=C(C=C2C)C(=O)OC)=C1CC1=CC=C(C=C1)C1=C(C=CC=C1)[N+](=O)[O-] (methyl 2-cyclopropyl-7-methyl-3-[(2'-nitrobiphen-4-yl)methyl]pyrazolo[1,5-a]pyrimidine-5-carboxylate). Reagents/catalysts: [Ni] (Raney Nickel). Run in CO (methanol), C1CCOC1 (THF). The product is C1(CC1)C1=NN2C(N=C(C=C2C)C(=O)OC)=C1CC1=CC=C(C=C1)C1=C(C=CC=C1)N (Methyl 2-cyclopropyl-7-methyl-3-[(2'-aminobiphen-4-yl)methyl]pyrazolo[1,5-a]pyrimidine-5-carboxylate). The yield is 168.7%. As a reaction SMILES: [CH:1]1([C:4]2[C:17]([CH2:18][C:19]3[CH:24]=[CH:23][C:22]([C:25]4[CH:30]=[CH:29][CH:28]=[CH:27][C:26]=4[N+:31]([O-])=O)=[CH:21][CH:20]=3)=[C:7]3[N:8]=[C:9]([C:13]([O:15][CH3:16])=[O:14])[CH:10]=[C:11]([CH3:12])[N:6]3[N:5]=2)[CH2:3][CH2:2]1.[H][H]>[Ni].CO.C1COCC1>[CH:1]1([C:4]2[C:17]([CH2:18][C:19]3[CH:20]=[CH:21][C:22]([C:25]4[CH:30]=[CH:29][CH:28]=[CH:27][C:26]=4[NH2:31])=[CH:23][CH:24]=3)=[C:7]3[N:8]=[C:9]([C:13]([O:15][CH3:16])=[O:14])[CH:10]=[C:11]([CH3:12])[N:6]3[N:5]=2)[CH2:2][CH2:3]1. Procedure details: A solution/suspension of 1.59 g methyl 2-cyclopropyl-7-methyl-3-[(2'-nitrobiphen-4-yl)methyl]pyrazolo[1,5-a]pyrimidine-5-carboxylate and/0.5 g Raney Nickel in 30 mL methanol and 150 mL THF was stirred under 1 atm hydrogen for 2.5 hours. The mixture was filtered through Celite, stripped of solvent in vacuo, then was chromatographed on silica gel under medium pressure using 10% ethyl acetate in hexanes to give 2.50 g (17% yield) of the title compound as a light yellow crystalline solid. Rf 0.24 in... Reactants: O=C([O-])[O-], CCO, Cl, C[Si](C)(C)C#Cc1ccc(F)c(F)c1, [K+], [K+]. Yields the product C#Cc1ccc(F)c(F)c1. RXN SMILES: [C:1](=[O:2])([O-:3])[O-:4].[CH3:22][CH2:23][OH:24].[ClH:21].[F:7][c:8]1[cH:9][c:10]([C:15]#[C:16][Si:17]([CH3:18])([CH3:19])[CH3:20])[cH:11][cH:12][c:13]1[F:14].[K+:5].[K+:6]>>[F:7][c:8]1[cH:9][c:10]([C:15]#[CH:16])[cH:11][cH:12][c:13]1[F:14]. The reactants are OCc1ccccc1, CCN=C=NCCCN(C)C, CN(C)c1ccncc1, ClCCl, Cl, O=C(O)c1cccc2cc[nH]c12. Yields the product O=C(OCc1ccccc1)c1cccc2cc[nH]c12. RXN SMILES: [CH2:13]([c:14]1[cH:15][cH:16][cH:17][cH:18][cH:19]1)[OH:20].[CH3:22][N:23]([CH3:24])[CH2:25][CH2:26][CH2:27][N:28]=[C:29]=[N:30][CH2:31][CH3:32].[CH3:33][N:34]([c:35]1[cH:36][cH:37][n:38][cH:39][cH:40]1)[CH3:41].[Cl:42][CH2:43][Cl:44].[ClH:21].[nH:1]1[cH:2][cH:3][c:4]2[cH:5][cH:6][cH:7][c:8]([C:10](=[O:11])[OH:12])[c:9]12>>[nH:1]1[cH:2][cH:3][c:4]2[cH:5][cH:6][cH:7][c:8]([C:10]([O:11][CH2:13][c:14]3[cH:15][cH:16][cH:17][cH:18][cH:19]3)=[O:12])[c:9]12. Starting materials: N1CCOCC1 (morpholine), CC1=CC(OC(=C1C(=O)OCC)C)=O (ethyl 4,6-dimethyl-2-oxo-2H-pyran-5-carboxylate), C1(=CC=CC=C1)C=CN1CCOCC1 (4-(2-phenylethenyl)morpholine). Solvent: C1(=CC=CC=C1)C (toluene), C1(=CC=CC=C1)C (toluene). Yields the product CC1=C(C=CC(=C1C(=O)OCC)C)C1=CC=CC=C1 (ethyl 2,4-dimethyl-[1,1'-biphenyl]-3-carboxylate). The yield is 18.1%. RXN SMILES: [CH3:1][C:2]1[C:7]([C:8]([O:10][CH2:11][CH3:12])=[O:9])=[C:6]([CH3:13])OC(=O)[CH:3]=1.[C:15]1([CH:21]=[CH:22]N2CCOCC2)[CH:20]=[CH:19][CH:18]=[CH:17][CH:16]=1.N1CCOCC1>C1(C)C=CC=CC=1>[CH3:13][C:6]1[C:7]([C:8]([O:10][CH2:11][CH3:12])=[O:9])=[C:2]([CH3:3])[CH:1]=[CH:22][C:21]=1[C:15]1[CH:16]=[CH:17][CH:18]=[CH:19][CH:20]=1. Procedure: Under a dry nitrogen atmosphere a solution of commercial ethyl 4,6-dimethyl-2-oxo-2H-pyran-5-carboxylate (19.6 g, 0.1 mole) in toluene (20 ml) was added dropwise to a stirred solution of 4-(2-phenylethenyl)morpholine (14.3 g, 0.076 mole) in toluene (200 ml). Preparation of the morpholine derivative is described in U.S. Pat. No. 3,922,237. After the addition, the reaction mixture was heated at reflux for approximately 20 hours. The reaction mixture was then cooled and concentrated under reduced p...